From a dataset of the Open Reaction Database (ORD), a public repository of structured organic reaction records. describe an organic reaction: reactants, conditions, products, and yield Starting materials: CC(C)(C)OC(=O)N1CCc2[nH]c(-c3ccnc(NC(=O)c4ccccc4)n3)cc2C1=O, C1CCOC1, Cl, C1COCCO1. Product: O=C(Nc1nccc(-c2cc3c([nH]2)CCNC3=O)n1)c1ccccc1. Reaction SMILES: [C:1]([O:2][C:3](=[O:4])[N:8]1[C:9](=[O:32])[c:10]2[c:11]([nH:14][c:15](-[c:17]3[n:18][c:19]([NH:23][C:24]([c:25]4[cH:26][cH:27][cH:28][cH:29][cH:30]4)=[O:31])[n:20][cH:21][cH:22]3)[cH:16]2)[CH2:12][CH2:13]1)([CH3:5])([CH3:6])[CH3:7].[CH2:34]1[O:35][CH2:36][CH2:37][CH2:38]1.[ClH:33].[O:39]1[CH2:40][CH2:41][O:42][CH2:43][CH2:44]1>>[NH:8]1[C:9](=[O:32])[c:10]2[c:11]([nH:14][c:15](-[c:17]3[n:18][c:19]([NH:23][C:24]([c:25]4[cH:26][cH:27][cH:28][cH:29][cH:30]4)=[O:31])[n:20][cH:21][cH:22]3)[cH:16]2)[CH2:12][CH2:13]1. Reactants: CC=1C=C(N)C=C(C1)C (3,5-dimethylaniline), C([O-])([O-])=O.[Cs+].[Cs+] (cesium carbonate), [N-]=C=O (isocyanate), FC(OC1=CC=C(C=C1)N1N=C(N=C1)C1=CC=C(C=C1)CCCN)(F)F (3-(4-(1-(4-(trifluoromethoxy)phenyl)-1H-1,2,4-triazol-3-yl)phenyl)propan-1-amine), C([O-])(O)=O.[Na+] (sodium bicarbonate), ClC(Cl)(OC(OC(Cl)(Cl)Cl)=O)Cl (triphosgene). Run in ClCCl (dichloromethane), ClCCl (dichloromethane). Product: CC=1C=C(C=C(C1)C)NC(=O)NCCCC1=CC=C(C=C1)C1=NN(C=N1)C1=CC=C(C=C1)OC(F)(F)F (1-(3,5-dimethylphenyl)-3-(3-(4-(1-(4-(trifluoromethoxy)phenyl)-1H-1,2,4-triazol-3-yl)phenyl)propyl)urea). As a reaction SMILES: [F:1][C:2]([F:26])([F:25])[O:3][C:4]1[CH:9]=[CH:8][C:7]([N:10]2[CH:14]=[N:13][C:12]([C:15]3[CH:20]=[CH:19][C:18]([CH2:21][CH2:22][CH2:23][NH2:24])=[CH:17][CH:16]=3)=[N:11]2)=[CH:6][CH:5]=1.[C:27](=[O:30])(O)[O-].[Na+].ClC(Cl)(OC(=O)OC(Cl)(Cl)Cl)Cl.[N-]=C=O.[CH3:47][C:48]1[CH:49]=[C:50]([CH:52]=[C:53]([CH3:55])[CH:54]=1)[NH2:51].C(=O)([O-])[O-].[Cs+].[Cs+]>ClCCl>[CH3:47][C:48]1[CH:49]=[C:50]([NH:51][C:27]([NH:24][CH2:23][CH2:22][CH2:21][C:18]2[CH:19]=[CH:20][C:15]([C:12]3[N:13]=[CH:14][N:10]([C:7]4[CH:6]=[CH:5][C:4]([O:3][C:2]([F:1])([F:25])[F:26])=[CH:9][CH:8]=4)[N:11]=3)=[CH:16][CH:17]=2)=[O:30])[CH:52]=[C:53]([CH3:55])[CH:54]=1 |f:1.2,6.7.8|. Reported procedure: To 3-(4-(1-(4-(trifluoromethoxy)phenyl)-1H-1,2,4-triazol-3-yl)phenyl)propan-1-amine (1 equiv) and sodium bicarbonate (5 equiv) in an appropriate reaction vessel may be added a solvent such as dichloromethane (at a concentration between about 0.01 M to about 1 M). The reaction may be placed in an ice bath and triphosgene (0.4 equiv) can be added in one portion. The reaction may be monitored by LC/MS to observe formation of the isocyanate, upon which the reaction may be diluted with dichloromethan... The reactants are CC[O-], CCO, CCOC=O, Cl, [Na+], Cn1ncc(Cl)c1C(=O)Nc1cccc(C(=O)c2ccc3c(c2)NC(=O)C3)c1. Yields the product Cn1ncc(Cl)c1C(=O)Nc1cccc(C(=O)c2ccc3c(c2)NC(=O)C3=CO)c1. Reaction SMILES: [CH3:35][CH2:36][O-:37].[CH3:39][CH2:40][OH:41].[CH:29](=[O:30])[O:31][CH2:32][CH3:33].[ClH:38].[Na+:34].[O:1]=[C:2]1[NH:3][c:4]2[cH:5][c:6]([C:11](=[O:12])[c:13]3[cH:14][c:15]([NH:19][C:20](=[O:21])[c:22]4[n:23]([CH3:28])[n:24][cH:25][c:26]4[Cl:27])[cH:16][cH:17][cH:18]3)[cH:7][cH:8][c:9]2[CH2:10]1>>[O:1]=[C:2]1[NH:3][c:4]2[cH:5][c:6]([C:11](=[O:12])[c:13]3[cH:14][c:15]([NH:19][C:20](=[O:21])[c:22]4[n:23]([CH3:28])[n:24][cH:25][c:26]4[Cl:27])[cH:16][cH:17][cH:18]3)[cH:7][cH:8][c:9]2[C:10]1=[CH:29][OH:30]. Reactants: O=C([O-])[O-], COCCl, CN(C)C=O, Oc1ccccc1C(F)(F)F, [K+], [K+], O. Reaction SMILES: [C:12](=[O:13])([O-:14])[O-:15].[CH3:18][O:19][CH2:20][Cl:21].[CH3:23][N:24]([CH3:25])[CH:26]=[O:27].[F:1][C:2]([c:3]1[c:4]([OH:9])[cH:5][cH:6][cH:7][cH:8]1)([F:10])[F:11].[K+:16].[K+:17].[OH2:22]>>[F:1][C:2]([c:3]1[c:4]([O:9][CH2:20][O:19][CH3:18])[cH:5][cH:6][cH:7][cH:8]1)([F:10])[F:11]. Yields the product COCOc1ccccc1C(F)(F)F. The reactants are Br, Br, CCn1cc(C(=O)O)c(=O)c2cc(F)c(F)c(F)c21, CC#N, C1NC2CNC1C2, C1CCC2=NCCCN2CC1. RXN SMILES: [BrH:20].[BrH:21].[CH2:1]([CH3:2])[n:3]1[cH:4][c:5]([C:17](=[O:18])[OH:19])[c:6](=[O:16])[c:7]2[cH:8][c:9]([F:15])[c:10]([F:14])[c:11]([F:13])[c:12]12.[CH3:40][C:41]#[N:42].[CH:22]12[NH:23][CH2:24][CH:25]([NH:26][CH2:27]1)[CH2:28]2.[N:29]12[CH2:30][CH2:31][CH2:32][N:33]=[C:34]1[CH2:35][CH2:36][CH2:37][CH2:38][CH2:39]2>>[CH2:1]([CH3:2])[n:3]1[cH:4][c:5]([C:17](=[O:18])[OH:19])[c:6](=[O:16])[c:7]2[cH:8][c:9]([F:15])[c:10]([N:23]3[CH:22]4[CH2:27][NH:26][CH:25]([CH2:24]3)[CH2:28]4)[c:11]([F:13])[c:12]12. The product is CCn1cc(C(=O)O)c(=O)c2cc(F)c(N3CC4CC3CN4)c(F)c21. Starting materials: COc1cccc2c1CCC2n1cccc(C(=O)Nc2ccc(Oc3ccc(OCCOCCOCCNC(=O)OC(C)(C)C)cc3)cc2)c1=O, ClCCl, O=C(O)C(F)(F)F. The product is COc1cccc2c1CCC2n1cccc(C(=O)Nc2ccc(Oc3ccc(OCCOCCOCCN)cc3)cc2)c1=O. As a reaction SMILES: [CH3:1][O:2][c:3]1[c:4]2[c:8]([cH:9][cH:10][cH:11]1)[CH:7]([n:12]1[c:13](=[O:51])[c:14]([C:18](=[O:19])[NH:20][c:21]3[cH:22][cH:23][c:24]([O:25][c:26]4[cH:27][cH:28][c:29]([O:30][CH2:31][CH2:32][O:33][CH2:34][CH2:35][O:36][CH2:37][CH2:38][NH:39][C:40](=[O:41])[O:42][C:43]([CH3:44])([CH3:45])[CH3:46])[cH:47][cH:48]4)[cH:49][cH:50]3)[cH:15][cH:16][cH:17]1)[CH2:6][CH2:5]2.[Cl:59][CH2:60][Cl:61].[F:52][C:53]([F:54])([F:55])[C:56]([OH:57])=[O:58]>>[CH3:1][O:2][c:3]1[c:4]2[c:8]([cH:9][cH:10][cH:11]1)[CH:7]([n:12]1[c:13](=[O:51])[c:14]([C:18](=[O:19])[NH:20][c:21]3[cH:22][cH:23][c:24]([O:25][c:26]4[cH:27][cH:28][c:29]([O:30][CH2:31][CH2:32][O:33][CH2:34][CH2:35][O:36][CH2:37][CH2:38][NH2:39])[cH:47][cH:48]4)[cH:49][cH:50]3)[cH:15][cH:16][cH:17]1)[CH2:6][CH2:5]2.